This data is from the Open Reaction Database (ORD), a public repository of structured organic reaction records. The task is: describe an organic reaction: reactants, conditions, products, and yield Starting materials: O=C([O-])O, Cc1c(OCC2COC(C)(C)O2)ccnc1CSc1nc2ccccc2[nH]1, CO, [Na+], O=C(OO)c1cccc(Cl)c1, Cc1ccccc1. Yields the product Cc1c(OCC2COC(C)(C)O2)ccnc1CS(=O)c1nc2ccccc2[nH]1. As a reaction SMILES: [C:39](=[O:40])([O-:41])[OH:42].[CH3:1][C:2]1([CH3:27])[O:3][CH2:4][CH:5]([CH2:7][O:8][c:9]2[c:10]([CH3:26])[c:11]([CH2:15][S:16][c:17]3[n:18][c:19]4[c:20]([nH:21]3)[cH:22][cH:23][cH:24][cH:25]4)[n:12][cH:13][cH:14]2)[O:6]1.[CH3:44][OH:45].[Na+:43].[OH:28][O:29][C:30]([c:31]1[cH:32][c:33]([Cl:34])[cH:35][cH:36][cH:37]1)=[O:38].[c:46]1([CH3:47])[cH:48][cH:49][cH:50][cH:51][cH:52]1>>[CH3:1][C:2]1([CH3:27])[O:3][CH2:4][CH:5]([CH2:7][O:8][c:9]2[c:10]([CH3:26])[c:11]([CH2:15][S:16]([c:17]3[nH:18][c:19]4[c:20]([n:21]3)[cH:22][cH:23][cH:24][cH:25]4)=[O:28])[n:12][cH:13][cH:14]2)[O:6]1.